From a dataset of the Open Reaction Database (ORD), a public repository of structured organic reaction records. describe an organic reaction: reactants, conditions, products, and yield Reported procedure: A solution of 4.5 g (8.03 mmol) of 3-(4-methoxybenzyl)-5-(4-methoxyphenyl)-1-methyl-9-(piperazin-1-yl)-3H-benzo[f]pyrazolo[3,4-c][2,7]naphthyridin-6(7H)-one dissolved in 70 ml of trifluoroacetic acid is carried at 70° C. for 4 hours and then cooled to room temperature before the addition of isopropyl ether (150 ml). The reaction medium is stirred at room temperature for 30 minutes and then the precipitate obtained is filtered to yield 5-(4-methoxyphenyl)-1-methyl-9-(piperazin-1-yl)-3H-benzo[f]py... As a reaction SMILES: COC1C=CC(C[N:8]2[C:12]3[N:13]=[C:14]([C:32]4[CH:37]=[CH:36][C:35]([O:38][CH3:39])=[CH:34][CH:33]=4)[C:15]4[C:16](=[O:31])[NH:17][C:18]5[CH:24]=[C:23]([N:25]6[CH2:30][CH2:29][NH:28][CH2:27][CH2:26]6)[CH:22]=[CH:21][C:19]=5[C:20]=4[C:11]=3[C:10]([CH3:40])=[N:9]2)=CC=1.C(OC(C)C)(C)C.[F:50][C:51]([F:56])([F:55])[C:52]([OH:54])=[O:53]>>[F:50][C:51]([F:56])([F:55])[C:52]([OH:54])=[O:53].[CH3:39][O:38][C:35]1[CH:36]=[CH:37][C:32]([C:14]2[C:15]3[C:16](=[O:31])[NH:17][C:18]4[CH:24]=[C:23]([N:25]5[CH2:30][CH2:29][NH:28][CH2:27][CH2:26]5)[CH:22]=[CH:21][C:19]=4[C:20]=3[C:11]3[C:10]([CH3:40])=[N:9][NH:8][C:12]=3[N:13]=2)=[CH:33][CH:34]=1 |f:3.4|. Reactants: COC1=CC=C(CN2N=C(C3=C2N=C(C=2C(NC4=C(C32)C=CC(=C4)N4CCNCC4)=O)C4=CC=C(C=C4)OC)C)C=C1 (3-(4-methoxybenzyl)-5-(4-methoxyphenyl)-1-methyl-9-(piperazin-1-yl)-3H-benzo[f]pyrazolo[3,4-c][2,7]naphthyridin-6(7H)-one), FC(C(=O)O)(F)F (trifluoroacetic acid), C(C)(C)OC(C)C (isopropyl ether). Run at time 4 hour. Product: FC(C(=O)O)(F)F.COC1=CC=C(C=C1)C1=NC2=C(C=3C4=C(NC(C13)=O)C=C(C=C4)N4CCNCC4)C(=NN2)C (5-(4-methoxyphenyl)-1-methyl-9-(piperazin-1-yl)-3H-benzo[f]pyrazolo[3,4-c][2,7]naphthyridin-6(7H)-one trifluoroacetate). Starting materials: C(C(=C)C)(=O)Cl (methacryloyl chloride), O1CCOCC1 (dioxane), OCCCCCCOC1=CC=C(C=C1)C=CC1=CC=C(C=C1)[N+](=O)[O-] (4-(6-hydroxyhexyloxy)-4'-nitrostilbene), C(C(=C)C)(=O)Cl (methacryloyl chloride). Run in C(C)N(CC)CC (triethylamine). Conditions: temperature 50 celsius, time 6 hour. Yields the product C(C(=C)C)(=O)OCCCCCCOC1=CC=C(C=C1)C=CC1=CC=C(C=C1)[N+](=O)[O-] (4-(6-methacryloxyhexyloxy)-4'-nitrostilbene). As a reaction SMILES: O1CCOCC1.[OH:7][CH2:8][CH2:9][CH2:10][CH2:11][CH2:12][CH2:13][O:14][C:15]1[CH:20]=[CH:19][C:18]([CH:21]=[CH:22][C:23]2[CH:28]=[CH:27][C:26]([N+:29]([O-:31])=[O:30])=[CH:25][CH:24]=2)=[CH:17][CH:16]=1.[C:32](Cl)(=[O:36])[C:33]([CH3:35])=[CH2:34]>C(N(CC)CC)C>[C:32]([O:7][CH2:8][CH2:9][CH2:10][CH2:11][CH2:12][CH2:13][O:14][C:15]1[CH:20]=[CH:19][C:18]([CH:21]=[CH:22][C:23]2[CH:28]=[CH:27][C:26]([N+:29]([O-:31])=[O:30])=[CH:25][CH:24]=2)=[CH:17][CH:16]=1)(=[O:36])[C:33]([CH3:35])=[CH2:34]. Reported procedure: To 500 ml of dry dioxane in a reaction flask are added 9.0 g of 4-(6-hydroxyhexyloxy)-4'-nitrostilbene and 5 g triethylamine. The solution is heated to 50° C., and 3.7 g of methacryloyl chloride is added dropwise. The reaction is stirred at 45°-50° C. for about 6 hours and an additional 3.7 g of methacryloyl chloride is added. The reaction mixture is stirred for about 10 hours at 50° C., the dioxane is removed and the resultant residue is slurried with water in a blender. The solid is filtered, ... Reactants: ClC(COC(NC=1N(N=C(C1)C(C)(C)C)C1=CC(=CC=C1)OCCO)=O)(Cl)Cl ({5-tert-butyl-2-[3-(2-hydroxy-ethoxy)-phenyl]-2H-pyrazol-3-yl}-carbamic acid 2,2,2-trichloro-ethyl ester), C[C@@H]1N([C@@H](CCC1)C)C1=NN=C2N1C=C(C=C2)OC2CCC(CC2)N (4-[3-((2S,6R)-2,6-Dimethyl-piperidin-1-yl)-[1,2,4]triazolo[4,3-a]pyridin-6-yloxy]-cyclohexylamine), CCN(C(C)C)C(C)C (DIPEA). As a reaction SMILES: ClC(Cl)(Cl)CO[C:5](=[O:26])[NH:6][C:7]1[N:8]([C:16]2[CH:21]=[CH:20][CH:19]=[C:18]([O:22][CH2:23][CH2:24][OH:25])[CH:17]=2)[N:9]=[C:10]([C:12]([CH3:15])([CH3:14])[CH3:13])[CH:11]=1.[CH3:29][C@H:30]1[CH2:35][CH2:34][CH2:33][C@@H:32](C)[N:31]1[C:37]1[N:41]2[CH:42]=[C:43]([O:46][CH:47]3[CH2:52][CH2:51][CH:50]([NH2:53])[CH2:49][CH2:48]3)[CH:44]=[CH:45][C:40]2=[N:39][N:38]=1.CCN(C(C)C)C(C)C>O1CCOCC1>[C:12]([C:10]1[CH:11]=[C:7]([NH:6][C:5]([NH:53][CH:50]2[CH2:51][CH2:52][CH:47]([O:46][C:43]3[CH:44]=[CH:45][C:40]4[N:41]([C:37]([N:31]5[CH2:32][CH2:33][CH2:34][CH2:35][C@@H:30]5[CH3:29])=[N:38][N:39]=4)[CH:42]=3)[CH2:48][CH2:49]2)=[O:26])[N:8]([C:16]2[CH:21]=[CH:20][CH:19]=[C:18]([O:22][CH2:23][CH2:24][OH:25])[CH:17]=2)[N:9]=1)([CH3:14])([CH3:13])[CH3:15]. Yields the product C(C)(C)(C)C=1C=C(N(N1)C1=CC(=CC=C1)OCCO)NC(=O)NC1CCC(CC1)OC=1C=CC=2N(C1)C(=NN2)N2[C@H](CCCC2)C (1-{5-tert-Butyl-2-[3-(2-hydroxy-ethoxy)-phenyl]-2H-pyrazol-3-yl}-3-{4-[3-((S)-2-methyl-piperidin-1-yl)-[1,2,4]triazolo[4,3-a]pyridin-6-yloxy]-cyclohexyl}-urea). Procedure details: A mixture of {5-tert-butyl-2-[3-(2-hydroxy-ethoxy)-phenyl]-2H-pyrazol-3-yl}-carbamic acid 2,2,2-trichloro-ethyl ester (WO 2007/063868, which is incorporated herein by reference in its entirety, 287.6 mg, 0.638 mmol), Intermediate 18a (140 mg, 0.425 mmol) and DIPEA (223 μL, 1.28 mmol) in dioxane (10 mL) was stirred at 60° C. for 18 h. The volatiles were concentrated in vacuo and the resultant residue was purified by FCC, using 0-10% [2M NH3 in MeOH] in DCM, to afford the title compound (222 mg, 8... Isolated yield 82.0%. Conditions: temperature 60 celsius, time 18 hour. Run in O1CCOCC1 (dioxane). The reactants are CC1=C(N=C(O1)C1=CC=C(C(=O)O)C=C1)COC1=CC(=CC=C1)C(C(F)(F)F)(C(F)(F)F)O (4-{5-Methyl-4-[3-(2,2,2-trifluoro-1-hydroxy-1-trifluoromethyl-ethyl)-phenoxymethyl]-oxazol-2-yl}-benzoic acid), CNC (dimethylamine), CN1CCOCC1 (NMM), CCN=C=NCCCN(C)C (EDCI), C=1C=CC2=C(C1)N=NN2O (HOBT), Cl (HCl). The solvent is O (Water), C(Cl)Cl (CH2Cl2). Run at temperature 0 celsius, time 8 hour. The product is CN(C(C1=CC=C(C=C1)C=1OC(=C(N1)COC1=CC(=CC=C1)C(C(F)(F)F)(C(F)(F)F)O)C)=O)C (N,N-dimethyl-4-{5-methyl-4-[3-(2,2,2-trifluoro-1-hydroxy-1-trifluoromethyl-ethyl)-phenoxymethyl]-oxazol-2-yl}-benzamide). Isolated yield 87.6%. RXN SMILES: [CH3:1][C:2]1[O:6][C:5]([C:7]2[CH:15]=[CH:14][C:10]([C:11](O)=[O:12])=[CH:9][CH:8]=2)=[N:4][C:3]=1[CH2:16][O:17][C:18]1[CH:23]=[CH:22][CH:21]=[C:20]([C:24]([OH:33])([C:29]([F:32])([F:31])[F:30])[C:25]([F:28])([F:27])[F:26])[CH:19]=1.[CH3:34][NH:35][CH3:36].Cl.CN1CCOCC1.CCN=C=NCCCN(C)C.C1C=CC2N(O)N=NC=2C=1>C(Cl)Cl.O>[CH3:34][N:35]([CH3:36])[C:11](=[O:12])[C:10]1[CH:9]=[CH:8][C:7]([C:5]2[O:6][C:2]([CH3:1])=[C:3]([CH2:16][O:17][C:18]3[CH:23]=[CH:22][CH:21]=[C:20]([C:24]([OH:33])([C:25]([F:27])([F:28])[F:26])[C:29]([F:31])([F:30])[F:32])[CH:19]=3)[N:4]=2)=[CH:15][CH:14]=1. Procedure: To 25 mg (0.05 mmol) of 4-{5-methyl-4-[3-(2,2,2-trifluoro-1-hydroxy-1-trifluoromethyl-ethyl)-phenoxymethyl]-oxazol-2-yl}-benzoic acid (example 81) in 1.5 ml of CH2Cl2 were added 8.6 mg (0.11 mol) of dimethylamine.HCl and 23 μl (0.11 mmol) of NMM. The solution was cooled to 0° C. and 13.1 mg (0.07 mmol, 1.3 eq) of EDCI and 1.4 mg (0.01 mmol) of HOBT were added. The mixture was stirred at room temperature overnight. Water was added and the inorganic phase was extracted with EtOAc. The organic phas... Starting materials: CC#N, C1CC2CNC1CN2, CCn1cc(C(=O)O)c(=O)c2cc(F)c(Cl)nc21, Cl, Cl. The product is CCn1cc(C(=O)O)c(=O)c2cc(F)c(N3CC4CCC3CN4)nc21. As a reaction SMILES: [CH3:29][C:30]#[N:31].[CH:21]12[NH:22][CH2:23][CH:24]([NH:25][CH2:26]1)[CH2:27][CH2:28]2.[Cl:1][c:2]1[c:3]([F:18])[cH:4][c:5]2[c:6](=[O:17])[c:7]([C:14](=[O:15])[OH:16])[cH:8][n:9]([CH2:12][CH3:13])[c:10]2[n:11]1.[ClH:19].[ClH:20]>>[c:2]1([N:22]2[CH:21]3[CH2:26][NH:25][CH:24]([CH2:23]2)[CH2:27][CH2:28]3)[c:3]([F:18])[cH:4][c:5]2[c:6](=[O:17])[c:7]([C:14](=[O:15])[OH:16])[cH:8][n:9]([CH2:12][CH3:13])[c:10]2[n:11]1.